From a dataset of the Open Reaction Database (ORD), a public repository of structured organic reaction records. describe an organic reaction: reactants, conditions, products, and yield The reactants are C1(=CC=CC=C1)S(=O)(=O)Cl (benzenesulfonyl chloride), N1=C(C=CC=C1)N (pyridineamine), NC=1C(=NC=C(C1)Br)Cl (3-amino-5-bromo-2-chloropyridine), N1=CC=CC=C1 (pyridine). The solvent is ClCCl (dichloromethane). Run at time 18 hour. Product: NC1=NC=C(C=C1S(=O)(=O)N(C)C)Br (2-amino-5-bromo-N,N-dimethyl-3-pyridinesulfonamide). Isolated yield 34.0%. RXN SMILES: [N:1]1[CH:6]=[CH:5][CH:4]=[CH:3][C:2]=1[NH2:7].NC1C(Cl)=NC=C([Br:15])C=1.[N:17]1[CH:22]=CC=C[CH:18]=1.C1([S:29](Cl)(=[O:31])=[O:30])C=CC=CC=1>ClCCl>[NH2:7][C:2]1[C:3]([S:29]([N:17]([CH3:22])[CH3:18])(=[O:31])=[O:30])=[CH:4][C:5]([Br:15])=[CH:6][N:1]=1. Procedure: To a stirred solution of a pyridineamine such as 3-amino-5-bromo-2-chloropyridine (24 mmol) in dichloromethane (50 mL) was added pyridine (37 mmol) followed by benzenesulfonyl chloride (35 mmol) dropwise over 5 minutes. The reaction mixture was stirred at RT for 18 h and evaporated to dryness in vacuo. The residue was purified by flash chromatography on silica gel (15% hexanes in CH2Cl2 then 0 to 5% EtOAc in 15% hexanes in CH2Cl2). During evaporation of the solvents the product crashed out. The ... Reactants: BrC1=C(C(=CC(=C1)F)[N+](=O)[O-])C (1-bromo-5-fluoro-2-methyl-3-nitro-benzene), CN(C)C(OC)OC (DMF-DMA), N1CCCC1 (pyrrolidine), O1CCOCC1 (dioxane). Conditions: temperature 100 celsius. Yields the product BrC1=C(C(=CC(=C1)F)[N+](=O)[O-])C=C(C)N1CCCC1 (1-[2-(2-bromo-4-fluoro-6-nitro-phenyl)-1-methyl vinyl]-pyrrolidine). Reaction SMILES: [Br:1][C:2]1[CH:7]=[C:6]([F:8])[CH:5]=[C:4]([N+:9]([O-:11])=[O:10])[C:3]=1[CH3:12].CN(C(OC)OC)C.[NH:21]1[CH2:25][CH2:24][CH2:23][CH2:22]1.O1CCO[CH2:28][CH2:27]1>>[Br:1][C:2]1[CH:7]=[C:6]([F:8])[CH:5]=[C:4]([N+:9]([O-:11])=[O:10])[C:3]=1[CH:12]=[C:27]([N:21]1[CH2:25][CH2:24][CH2:23][CH2:22]1)[CH3:28]. Reported procedure: To a solution of 1-bromo-5-fluoro-2-methyl-3-nitro-benzene (7.49 g, 31.8 mmol) in dioxane (40 mL) were added DMF-DMA (21.0 mL, 158 mmol) and pyrrolidine (2.6 mL, 31.1 mmol). The reaction mixture was heated at 100° C. for 3 h. The mixture was cooled to RT and concentrated in vacuo to give 1-[2-(2-bromo-4-fluoro-6-nitro-phenyl)-1-methyl vinyl]-pyrrolidine as a dark red residue. To a suspension of the pyrrolidine (10.0 g, 31.7 mmol) and Raney®-Nickel (suspension in H2O, 15 mL) in MeOH:THF (1:1, 150... Reactants: FC1=C(C=C(C(=O)OCC)C=C1)[N+](=O)[O-] (Ethyl 4-fluoro-3-nitrobenzoate), C(C)C(CC)C=1NC=CN1 (2-(1-ethylpropyl)-1H-imidazole), C(C)(C)N(C(C)C)CC (N,N-diisopropylethylamine). Solvent: C(C)#N (acetonitrile). The product is C(C)C(CC)C=1N(C=CN1)C1=C(C=C(C(=O)OCC)C=C1)[N+](=O)[O-] (Ethyl 4-[2-(1-ethylpropyl)-1H-imidazol-1-yl]-3-nitrobenzoate). RXN SMILES: F[C:2]1[CH:12]=[CH:11][C:5]([C:6]([O:8][CH2:9][CH3:10])=[O:7])=[CH:4][C:3]=1[N+:13]([O-:15])=[O:14].[CH2:16]([CH:18]([C:21]1[NH:22][CH:23]=[CH:24][N:25]=1)[CH2:19][CH3:20])[CH3:17].C(N(CC)C(C)C)(C)C>C(#N)C>[CH2:16]([CH:18]([C:21]1[N:22]([C:2]2[CH:12]=[CH:11][C:5]([C:6]([O:8][CH2:9][CH3:10])=[O:7])=[CH:4][C:3]=2[N+:13]([O-:15])=[O:14])[CH:23]=[CH:24][N:25]=1)[CH2:19][CH3:20])[CH3:17]. Procedure: Ethyl 4-fluoro-3-nitrobenzoate 9.16 g, 2-(1-ethylpropyl)-1H-imidazole 5.94 g, N,N-diisopropylethylamine 11.2 mL and acetonitrile 86 mL were mixed and heated under reflux for 15 hours in nitrogen atmosphere. From the reaction liquid the solvent was distilled off, and the residue was dissolved in ethyl acetate and rendered weakly alkaline with saturated aqueous sodium hydrogencarbonate solution. The organic layer was separated, washed with water and dried over magnesium sulfate. Distilling the sol... Reactants: solutions, N1=CC=CC=C1 (pyridine), P(Cl)(Cl)(Cl)(Cl)Cl (phosphorus pentachloride), S1C(=CC=C1)CC(=O)N[C@H]1[C@@H]2N(C(=C(CS2)COC(NC(C(Cl)(Cl)Cl)=O)=O)C(=O)OC(C2=CC=CC=C2)C2=CC=CC=C2)C1=O (diphenylmethyl (6R,7R)-7-(thien-2-ylacetamido)-3-trichloroacetylcarbamoyloxymethylceph-3-em-4-carboxylate), O.C1(=CC=C(C=C1)S(=O)(=O)O)C (toluene-p-sulphonic acid monohydrate). Solvent: ClCCl (dichloromethane), CO (methanol), O (water), C(C)OCC (diethyl ether), ClCCl (dichloromethane), C(C)(=O)OCC (ethyl acetate). Run at time 10 minute. The product is C1(=CC=C(C=C1)S(=O)(=O)O)C.N[C@H]1[C@@H]2N(C(=C(CS2)COC(NC(C(Cl)(Cl)Cl)=O)=O)C(=O)OC(C2=CC=CC=C2)C2=CC=CC=C2)C1=O (Diphenylmethyl (6R,7R)-7-Amino-3-trichloroacetylcarbamoyloxymethylceph-3-em-4-carboxylate Toluene-p-sulphonic Acid Salt). The yield is 72.1%. As a reaction SMILES: N1C=CC=CC=1.P(Cl)(Cl)(Cl)(Cl)Cl.S1C=CC=C1CC([NH:21][C@@H:22]1[C:56](=[O:57])[N:24]2[C:25]([C:40]([O:42][CH:43]([C:50]3[CH:55]=[CH:54][CH:53]=[CH:52][CH:51]=3)[C:44]3[CH:49]=[CH:48][CH:47]=[CH:46][CH:45]=3)=[O:41])=[C:26]([CH2:29][O:30][C:31](=[O:39])[NH:32][C:33](=[O:38])[C:34]([Cl:37])([Cl:36])[Cl:35])[CH2:27][S:28][C@H:23]12)=O.O.[C:59]1([CH3:69])[CH:64]=[CH:63][C:62]([S:65]([OH:68])(=[O:67])=[O:66])=[CH:61][CH:60]=1>ClCCl.C(OCC)(=O)C.C(OCC)C.O.CO>[C:59]1([CH3:69])[CH:60]=[CH:61][C:62]([S:65]([OH:68])(=[O:66])=[O:67])=[CH:63][CH:64]=1.[NH2:21][C@@H:22]1[C:56](=[O:57])[N:24]2[C:25]([C:40]([O:42][CH:43]([C:44]3[CH:45]=[CH:46][CH:47]=[CH:48][CH:49]=3)[C:50]3[CH:51]=[CH:52][CH:53]=[CH:54][CH:55]=3)=[O:41])=[C:26]([CH2:29][O:30][C:31](=[O:39])[NH:32][C:33](=[O:38])[C:34]([Cl:36])([Cl:37])[Cl:35])[CH2:27][S:28][C@H:23]12 |f:3.4,10.11|. Procedure: Anhydrous pyridine (31 ml, 0.384 mole) was added to a solution of phosphorus pentachloride (20 g, 96 mmole) in dry dichloromethane (300 ml) at 3°. The suspension was stirred for 10 minutes at 3° and diphenylmethyl (6R,7R)-7-(thien-2-ylacetamido)-3-trichloroacetylcarbamoyloxymethylceph-3-em-4-carboxylate (22.5 g, 32 mmole) was added; the reaction was stirred at ca. 2° for 1 hour. The dark solution was poured slowly into a cold (0°) anhydrous mixture of methanol (80 ml) and dichloromethane (200 ml... The reactants are C1(CCOCCN1)=O (4-oxacaprolactam), COS(=O)(=O)OC (dimethylsulphate). Run at time 19 hour. Yields the product COC1=NCCOCC1.COS(=O)(=O)[O-] (5-methoxy-2,3,6,7-tetrahydro-[1,4]oxazepine monomethylsulphate). Reaction SMILES: [C:1]1(=[O:8])[NH:7][CH2:6][CH2:5][O:4][CH2:3][CH2:2]1.[CH3:9][O:10][S:11]([O:14]C)(=[O:13])=[O:12]>>[CH3:9][O:8][C:1]1[CH2:2][CH2:3][O:4][CH2:5][CH2:6][N:7]=1.[CH3:9][O:10][S:11]([O-:14])(=[O:13])=[O:12] |f:2.3|. Procedure details: 3.50 g (30.4 mmol) 4-oxacaprolactam are heated to 55° C. in 3.90 ml (41.1 mmol) dimethylsulphate with stirring for 19 h. Then the mixture is evaporated down i. vac., and the residue is taken up twice in toluene and dichloromethane and completely concentrated by evaporation. The residue is further reacted directly. Reaction SMILES: [CH2:1]([C:3]1([C:9]([O:11]C)=O)[CH2:8][CH2:7][CH2:6][CH2:5][CH2:4]1)[CH3:2].[H-].[Na+].[C:15](#[N:17])[CH3:16]>>[CH2:1]([C:3]1([C:9](=[O:11])[CH2:16][C:15]#[N:17])[CH2:4][CH2:5][CH2:6][CH2:7][CH2:8]1)[CH3:2] |f:1.2|. Product: C(C)C1(CCCCC1)C(CC#N)=O (1-ethyl-1-(2-cyanoacetyl)cyclohexane). Starting materials: C(C)C1(CCCCC1)C(=O)OC (1-ethyl-1-methoxycarbonylcyclohexane), [H-].[Na+] (sodium hydride), C(C)#N (Acetonitrile). Reported procedure: Acetonitrile was reacted with 1-ethyl-1-methoxycarbonylcyclohexane in the presence of sodium hydride to provide 1-ethyl-1-(2-cyanoacetyl)cyclohexane. A 55 g portion of the latter compound was dissolved in 200 ml of diethyl ether containing 20.5 g of absolute methanol, and the solution was stirred and cooled to about 5° C. Hydrogen chloride gas was next bubbled through the reaction mixture for forty-five minutes, after which time the reaction mixture was stored at 0° C. for twelve hours. Removal ... Reactants: O=C1CCCc2ccc(OCCCN3C(=O)c4ccccc4C3=O)cc21, CNC, Cc1ccccc1, [Cl-], [Cl-], [Cl-], [Cl-], [Ti+4]. The product is CN(C)C1=CCCc2ccc(OCCCN3C(=O)c4ccccc4C3=O)cc21. Reaction SMILES: [C:1]1(=[O:26])[c:2]2[c:3]([cH:22][cH:23][cH:24][cH:25]2)[C:4](=[O:21])[N:5]1[CH2:6][CH2:7][CH2:8][O:9][c:10]1[cH:11][cH:12][c:13]2[c:18]([cH:19]1)[C:17](=[O:20])[CH2:16][CH2:15][CH2:14]2.[CH3:27][NH:28][CH3:29].[CH3:30][c:31]1[cH:32][cH:33][cH:34][cH:35][cH:36]1.[Cl-:37].[Cl-:38].[Cl-:39].[Cl-:40].[Ti+4:41]>>[C:1]1(=[O:26])[c:2]2[c:3]([cH:22][cH:23][cH:24][cH:25]2)[C:4](=[O:21])[N:5]1[CH2:6][CH2:7][CH2:8][O:9][c:10]1[cH:11][cH:12][c:13]2[c:18]([cH:19]1)[C:17]([N:28]([CH3:27])[CH3:29])=[CH:16][CH2:15][CH2:14]2. Starting materials: C[N+]1(CCOCC1)[O-] (N-Methylmorpholine-N-Oxide), N1C=NC2=C1C=CC(=C2)CO ((1H-benzo[d]imidazole-5-yl)methanol), CCOCC (ether). The reagents and catalysts are [Ru](=O)(=O)(=O)[O-].C(CC)[N+](CCC)(CCC)CCC (Tetrapropylammonium perruthenate). The solvent is ClCCl (dichloromethane). The product is N1C=NC2=C1C=CC(=C2)C=O (1H-benzo[d]imidazole-5-carbaldehyde). RXN SMILES: [NH:1]1[C:5]2[CH:6]=[CH:7][C:8]([CH2:10][OH:11])=[CH:9][C:4]=2[N:3]=[CH:2]1.C[N+]1([O-])CCOCC1.CCOCC>ClCCl.[Ru]([O-])(=O)(=O)=O.C([N+](CCC)(CCC)CCC)CC>[NH:1]1[C:5]2[CH:6]=[CH:7][C:8]([CH:10]=[O:11])=[CH:9][C:4]=2[N:3]=[CH:2]1 |f:4.5|. Reported procedure: (1H-benzo[d]imidazole-5-yl)methanol (2.8 mmol, 1 eq.) was dissolved in 30 mL dichloromethane and a molecular sieve (4 A) was added. To the solution were added Tetrapropylammonium perruthenate (0.28 mmol, 0.1 eq.) and N-Methylmorpholine-N-Oxide (9.8 mmol, 3.5 eq.). After stirring the mixture for 72 hours at room temperature 50 mL of ether was added and filtrated. The solvent was removed under reduced pressure and the product was purified by means of flash-chromatography using silica gel and a eth... Starting materials: COCCO, Cc1cc(CC(OC(=O)N2CCC(N3CCc4ccccc4NC3=O)CC2)C(=O)N2CCC(C3CCN(CC(=O)O)CC3)CC2)cc(C)c1O. The product is COCCOC(=O)CN1CCC(C2CCN(C(=O)C(Cc3cc(C)c(O)c(C)c3)OC(=O)N3CCC(N4CCc5ccccc5NC4=O)CC3)CC2)CC1. Reaction SMILES: [CH3:51][O:52][CH2:53][CH2:54][OH:55].[O:1]=[C:2]1[NH:3][c:4]2[c:5]([cH:47][cH:48][cH:49][cH:50]2)[CH2:6][CH2:7][N:8]1[CH:9]1[CH2:10][CH2:11][N:12]([C:15](=[O:16])[O:17][CH:18]([C:19](=[O:20])[N:21]2[CH2:22][CH2:23][CH:24]([CH:27]3[CH2:28][CH2:29][N:30]([CH2:33][C:34](=[O:35])[OH:36])[CH2:31][CH2:32]3)[CH2:25][CH2:26]2)[CH2:37][c:38]2[cH:39][c:40]([CH3:46])[c:41]([OH:45])[c:42]([CH3:44])[cH:43]2)[CH2:13][CH2:14]1>>[O:1]=[C:2]1[NH:3][c:4]2[c:5]([cH:47][cH:48][cH:49][cH:50]2)[CH2:6][CH2:7][N:8]1[CH:9]1[CH2:10][CH2:11][N:12]([C:15](=[O:16])[O:17][CH:18]([C:19](=[O:20])[N:21]2[CH2:22][CH2:23][CH:24]([CH:27]3[CH2:28][CH2:29][N:30]([CH2:33][C:34](=[O:35])[O:36][CH2:54][CH2:53][O:52][CH3:51])[CH2:31][CH2:32]3)[CH2:25][CH2:26]2)[CH2:37][c:38]2[cH:39][c:40]([CH3:46])[c:41]([OH:45])[c:42]([CH3:44])[cH:43]2)[CH2:13][CH2:14]1. The reactants are O=C([O-])[O-], CCCI, COc1cc(C=O)cc(I)c1O, [K+], [K+], CN(C)C=O, O. The product is CCCOc1c(I)cc(C=O)cc1OC. As a reaction SMILES: [C:13](=[O:14])([O-:15])[O-:16].[CH2:19]([CH2:20][CH3:21])[I:22].[I:1][c:2]1[c:3]([OH:12])[c:4]([O:10][CH3:11])[cH:5][c:6]([CH:7]=[O:8])[cH:9]1.[K+:17].[K+:18].[O:24]=[CH:25][N:26]([CH3:27])[CH3:28].[OH2:23]>>[I:1][c:2]1[c:3]([O:12][CH2:19][CH2:20][CH3:21])[c:4]([O:10][CH3:11])[cH:5][c:6]([CH:7]=[O:8])[cH:9]1.